From a dataset of the Open Reaction Database (ORD), a public repository of structured organic reaction records. describe an organic reaction: reactants, conditions, products, and yield Run at time 1 hour. Isolated yield 99.5%. Run in CO (methanol). The product is C(C)(=O)OC1=C(C(=C(C=C1C)O)OC)OC (4-Acetoxy-2,3-dimethoxy-5-methylphenol). Procedure details: An aqueous solution (150 ml) of potassium carbonate (9.8 g) was added to a solution of 1,4-diacetoxy-5,6-dimethoxy-2-methylbenzene (31 g) in methanol (200 ml), and the mixture was stirred under an atmosphere of argon at room temperature for 1 hour. The reaction mixture was ice-cooled, made acidic by addition of hydrochloric acid (11 ml) and extracted with ethyl acetate. The extract was washed with saturated brine, dried over anhydrous magnesium sulfate and concentrated under reduced pressure to ... RXN SMILES: C(=O)([O-])[O-].[K+].[K+].[C:7]([O:10][C:11]1[C:16]([O:17][CH3:18])=[C:15]([O:19][CH3:20])[C:14]([O:21]C(=O)C)=[CH:13][C:12]=1[CH3:25])(=[O:9])[CH3:8].Cl>CO>[C:7]([O:10][C:11]1[C:12]([CH3:25])=[CH:13][C:14]([OH:21])=[C:15]([O:19][CH3:20])[C:16]=1[O:17][CH3:18])(=[O:9])[CH3:8] |f:0.1.2|. Reactants: C([O-])([O-])=O.[K+].[K+] (potassium carbonate), C(C)(=O)OC1=C(C=C(C(=C1OC)OC)OC(C)=O)C (1,4-diacetoxy-5,6-dimethoxy-2-methylbenzene), Cl (hydrochloric acid). Reactants: C(=O)(OCC1=CC=CC=C1)N1C[C@H](CC1)N ((3S)-1-Cbz-3-aminopyrrolidine), C(=O)(OC(C)(C)C)N1CCC(CC1)N(C(NC(C)C)=O)C1CCCCC1 (1-BOC-4-[cyclohexyl(N-isopropylcarbamoyl)amino]piperidine). Product: C1(CCCCC1)N(C1CCNCC1)C(NC(C)C)=O (4-[cyclohexyl(N-isopropylcarbamoyl)amino]piperidine). Reaction SMILES: C(N1CC[C@H](N)C1)(OCC1C=CC=CC=1)=O.C([N:24]1[CH2:29][CH2:28][CH:27]([N:30]([CH:37]2[CH2:42][CH2:41][CH2:40][CH2:39][CH2:38]2)[C:31](=[O:36])[NH:32][CH:33]([CH3:35])[CH3:34])[CH2:26][CH2:25]1)(OC(C)(C)C)=O>>[CH:37]1([N:30]([C:31](=[O:36])[NH:32][CH:33]([CH3:34])[CH3:35])[CH:27]2[CH2:28][CH2:29][NH:24][CH2:25][CH2:26]2)[CH2:42][CH2:41][CH2:40][CH2:39][CH2:38]1. Procedure details: The title compound was prepared following the procedure described in Step B of Intermediate 1 using 1-BOC-4-[cyclohexyl(N-isopropylcarbamoyl)amino]piperidine. Starting materials: compound, C(C)(=O)NC=1C=CC(=C2CCC(C(C12)=O)C#N)Cl (8-Acetylamino-5-chloro-2-cyano-1-tetralone), C(C)(=O)NC1C(C2=C(C=CC=C2CC1)NC(C)=O)=O (2,8-diacetylamino-1-tetralone). Yields the product C(C)(=O)NCC1C(C2=C(C=CC(=C2CC1)Cl)N)=O (2-Acetylaminomethyl-8-amino-5-chloro-1-tetralone). As a reaction SMILES: C([NH:4][C:5]1[CH:6]=[CH:7][C:8]([Cl:18])=[C:9]2[C:14]=1[C:13](=[O:15])[CH:12]([C:16]#[N:17])[CH2:11][CH2:10]2)(=O)C.[C:19](NC1CCC2C(=C(NC(=O)C)C=CC=2)C1=O)(=[O:21])[CH3:20]>>[C:19]([NH:17][CH2:16][CH:12]1[CH2:11][CH2:10][C:9]2[C:14](=[C:5]([NH2:4])[CH:6]=[CH:7][C:8]=2[Cl:18])[C:13]1=[O:15])(=[O:21])[CH3:20]. Procedure: The procedure of Example 1-(4) was followed by using 1.20 gm of the compound prepared in (3) above, instead of 2,8-diacetylamino-1-tetralone. The reaction product was post-treated to obtain 1.20 gm of the title compound. Conditions: time 16 hour. The yield is 83.5%. Starting materials: ClCC(=O)NC1=C2C=CNC2=CC=C1 (2-chloro-N-(1H-indol-4-yl)-acetamide), C(C1=CC=CC=C1)N (benzylamine), O (water). Yields the product C(C1=CC=CC=C1)NCC(=O)NC1=C2C=CNC2=CC=C1 (2-Benzylamino-N-(1H-indol-4-yl)-acetamide). Procedure details: A solution containing 2-chloro-N-(1H-indol-4-yl)-acetamide (3.0 g, 14.4 mmol), benzylamine (4.76 g, 43.1 mmol) in DMSO (60 mL) was stirred at ambient temperature for 16 hours. The mixture was poured into water (700 mL) and the crude product crystallized as a solid. After filtration, the solids were dissolved in ethyl acetate (600 mL), washed with water (200 mL) and brine (200 mL), dried over anhydrous magnesium sulfate and filtered. Concentration of the ethyl acetate gave the title compound as a... RXN SMILES: Cl[CH2:2][C:3]([NH:5][C:6]1[CH:14]=[CH:13][CH:12]=[C:11]2[C:7]=1[CH:8]=[CH:9][NH:10]2)=[O:4].[CH2:15]([NH2:22])[C:16]1[CH:21]=[CH:20][CH:19]=[CH:18][CH:17]=1.O>CS(C)=O>[CH2:15]([NH:22][CH2:2][C:3]([NH:5][C:6]1[CH:14]=[CH:13][CH:12]=[C:11]2[C:7]=1[CH:8]=[CH:9][NH:10]2)=[O:4])[C:16]1[CH:21]=[CH:20][CH:19]=[CH:18][CH:17]=1. The solvent is CS(=O)C (DMSO).